From a dataset of the Open Reaction Database (ORD), a public repository of structured organic reaction records. describe an organic reaction: reactants, conditions, products, and yield Starting materials: S=C([S-])[S-], C=CC(=O)OCC(C)C, Cl, [Na+], [Na+]. Product: CC(C)COC(=O)C(C)S. Reaction SMILES: [C:1]([S-:2])(=[S:3])[S-:4].[C:7]([CH:8]=[CH2:9])(=[O:10])[O:11][CH2:12][CH:13]([CH3:14])[CH3:15].[ClH:16].[Na+:5].[Na+:6]>>[SH:2][CH:8]([C:7](=[O:10])[O:11][CH2:12][CH:13]([CH3:14])[CH3:15])[CH3:9]. The reactants are ClC=1C=C(C(=O)O)C=C(N1)C(F)(F)F (2-chloro-6-(trifluoromethyl)isonicotinic acid), CCOC(=O)C (EtOAc), Cl (HCl), C[S-].[Na+] (sodium thiomethoxide). The solvent is C1CCOC1 (THF). Conditions: temperature 70 celsius, time 30 minute. Product: CSC=1C=C(C(=O)O)C=C(N1)C(F)(F)F (2-Methylsulfanyl-6-trifluoromethyl-isonicotinic acid). The yield is 99.9%. As a reaction SMILES: Cl[C:2]1[CH:3]=[C:4]([CH:8]=[C:9]([C:11]([F:14])([F:13])[F:12])[N:10]=1)[C:5]([OH:7])=[O:6].[CH3:15][S-:16].[Na+].CCOC(C)=O.Cl>C1COCC1>[CH3:15][S:16][C:2]1[CH:3]=[C:4]([CH:8]=[C:9]([C:11]([F:14])([F:13])[F:12])[N:10]=1)[C:5]([OH:7])=[O:6] |f:1.2|. Reported procedure: To a suspension of 2-chloro-6-(trifluoromethyl)isonicotinic acid (0.1 g, 443 μmol, prepared according to F. Cottet, M. Schlosser, Eur. J. Org. Chem. 2004, 18, 3793-3798) in THF (5 mL) was added sodium thiomethoxide (155 mg, 2.22 mmol, CAS RN 50615-16-2) and the reaction mixture was heated to 70° C. (oil bath temperature) for 15 hours. After cooling down to room temperature, EtOAc (5 mL) and 1M aqueous HCl (2 mL) were added and the reaction mixture was stirred at room temperature for 30 min. The ...